This data is from the Open Reaction Database (ORD), a public repository of structured organic reaction records. The task is: describe an organic reaction: reactants, conditions, products, and yield Starting materials: FC(S(=O)(=O)OC1=NN(C2=C1C(=NC=C2)OC)CC2=CC=C(C=C2)OC)(F)F (4-methoxy-1-(4-methoxybenzyl)-1H-pyrazolo[4,3-c]pyridin-3-yl trifluoromethanesulfonate), CC1(OB(OC1(C)C)C=1C=C(SC1)C(=O)OC)C (methyl 4-(4,4,5,5-tetramethyl-1,3,2-dioxaborolan-2-yl)thiophene-2-carboxylate), C([O-])([O-])=O.[Na+].[Na+] (sodium carbonate), O (water). The yield is 50.6%. Reagents/catalysts: C=1C=CC(=CC1)[P](C=2C=CC=CC2)(C=3C=CC=CC3)[Pd]([P](C=4C=CC=CC4)(C=5C=CC=CC5)C=6C=CC=CC6)([P](C=7C=CC=CC7)(C=8C=CC=CC8)C=9C=CC=CC9)[P](C=1C=CC=CC1)(C=1C=CC=CC1)C=1C=CC=CC1 (tetrakis(triphenylphosphine)palladium(0)). As a reaction SMILES: FC(F)(F)S(O[C:7]1[C:11]2[C:12]([O:16][CH3:17])=[N:13][CH:14]=[CH:15][C:10]=2[N:9]([CH2:18][C:19]2[CH:24]=[CH:23][C:22]([O:25][CH3:26])=[CH:21][CH:20]=2)[N:8]=1)(=O)=O.CC1(C)C(C)(C)OB([C:37]2[CH:38]=[C:39]([C:42]([O:44][CH3:45])=[O:43])[S:40][CH:41]=2)O1.C(=O)([O-])[O-].[Na+].[Na+].O>COCCOC.C1C=CC([P]([Pd]([P](C2C=CC=CC=2)(C2C=CC=CC=2)C2C=CC=CC=2)([P](C2C=CC=CC=2)(C2C=CC=CC=2)C2C=CC=CC=2)[P](C2C=CC=CC=2)(C2C=CC=CC=2)C2C=CC=CC=2)(C2C=CC=CC=2)C2C=CC=CC=2)=CC=1>[CH3:17][O:16][C:12]1[C:11]2[C:7]([C:37]3[CH:38]=[C:39]([C:42]([O:44][CH3:45])=[O:43])[S:40][CH:41]=3)=[N:8][N:9]([CH2:18][C:19]3[CH:20]=[CH:21][C:22]([O:25][CH3:26])=[CH:23][CH:24]=3)[C:10]=2[CH:15]=[CH:14][N:13]=1 |f:2.3.4,^1:63,65,84,103|. Reaction conditions: temperature 100 celsius, time 8 hour. Reported procedure: To a solution of 4-methoxy-1-(4-methoxybenzyl)-1H-pyrazolo[4,3-c]pyridin-3-yl trifluoromethanesulfonate (157 mg) obtained in Step C of Example 94 in DME (4 mL) were added methyl 4-(4,4,5,5-tetramethyl-1,3,2-dioxaborolan-2-yl)thiophene-2-carboxylate (121 mg) and 2M aqueous sodium carbonate solution (0.940 mL), and then tetrakis(triphenylphosphine)palladium(0) (42.8 mg) was added thereto under nitrogen atmosphere. The reaction mixture was stirred overnight under nitrogen atmosphere at 100° C. To t... The product is COC1=NC=CC2=C1C(=NN2CC2=CC=C(C=C2)OC)C=2C=C(SC2)C(=O)OC (methyl 4-(4-methoxy-1-(4-methoxybenzyl)-1H-pyrazolo[4,3-c]pyridin-3-yl)thiophene-2-carboxylate). Run in COCCOC (DME). Reactants: [Na] (Sodium), C(CC(=O)OCC)(=O)OCC (Diethyl malonate), [O-]CC.[Na+] (sodium ethoxide), C(C)OC(C=C(C1CC1)N)=O (3-Amino-3-cyclopropyl-acrylic acid ethyl ester). Solvent: C(C)O (ethanol), C(C)O (ethanol), O (water). Run at temperature 60 celsius, time 8 hour. Product: C(C)OC(C1=C(N=C(C=C1O)C1CC1)O)=O (6-Cyclopropyl-2,4-dihydroxy-nicotinic acid ethyl ester). Yield: 59.6%. Reaction SMILES: [Na].[C:2](OCC)(=[O:9])[CH2:3][C:4]([O:6][CH2:7][CH3:8])=[O:5].[O-]CC.[Na+].C(O[C:20](=[O:27])[CH:21]=[C:22]([NH2:26])[CH:23]1[CH2:25][CH2:24]1)C>C(O)C.O>[CH2:7]([O:6][C:4](=[O:5])[C:3]1[C:20]([OH:27])=[CH:21][C:22]([CH:23]2[CH2:24][CH2:25]2)=[N:26][C:2]=1[OH:9])[CH3:8] |f:2.3,^1:0|. Reported procedure: Sodium metal (8.1 g, 119 mmol) was cut into small pieces and added portionwise to stirred ethanol (120 mL) at room temperature under a nitrogen atmosphere. The mixture was then stirred at 60° C. under N2 overnight to ensure complete dissolution of the metal. Diethyl malonate (18.1 ml, 119 mmol) was added to the sodium ethoxide solution at 60° C. and the mixture was stirred at 60° C. under N2 for 1 h. A solution 3-Amino-3-cyclopropyl-acrylic acid ethyl ester (10.3 g, 40 mmol) in ethanol (10 mL) w...